describe an organic reaction: reactants, conditions, products, and yield From a dataset of the Open Reaction Database (ORD), a public repository of structured organic reaction records. Starting materials: C(C)(C)(C)OC(=O)N1CCC2(C(N(C(N12)=O)C1=CC(=NC(=C1)Cl)Cl)=O)CC1=CC=C(C=C1)C#N (8-(t-Butoxycarbonyl)-5-(4-cyanobenzyl)-3-(2,6-dichloro-4-pyridyl)-1,3,8-triazabicyclo[3.3.0]octane-2,4-dione), C(=O)(C(F)(F)F)O (TFA). Solvent: C(Cl)Cl (CH2Cl2). Reaction conditions: time 1 hour. The product is C(#N)C1=CC=C(CC23C(N(C(N3NCC2)=O)C2=CC(=NC(=C2)Cl)Cl)=O)C=C1 (5-(4-Cyanobenzyl)-3-(2,6-dichloro-4-pyridyl)-1,3,8-triazabicyclo [3.3.0]octane-2,4-dione). Isolated yield 75.9%. RXN SMILES: C(OC([N:8]1[N:15]2[C:11]([CH2:26][C:27]3[CH:32]=[CH:31][C:30]([C:33]#[N:34])=[CH:29][CH:28]=3)([C:12](=[O:25])[N:13]([C:17]3[CH:22]=[C:21]([Cl:23])[N:20]=[C:19]([Cl:24])[CH:18]=3)[C:14]2=[O:16])[CH2:10][CH2:9]1)=O)(C)(C)C.C(O)(C(F)(F)F)=O>C(Cl)Cl>[C:33]([C:30]1[CH:29]=[CH:28][C:27]([CH2:26][C:11]23[CH2:10][CH2:9][NH:8][N:15]2[C:14](=[O:16])[N:13]([C:17]2[CH:22]=[C:21]([Cl:23])[N:20]=[C:19]([Cl:24])[CH:18]=2)[C:12]3=[O:25])=[CH:32][CH:31]=1)#[N:34]. Procedure: To a solution of the compound from Example 56 (102 mg) in CH2Cl2 (5 mL) at −10° C. was added TFA (1 mL). After warming to room temperature, the reaction mixture was stirred for a total of 1 hour while monitoring the progress by TLC. Upon consumption of the starting material, the reaction mixture was cooled to 0° C. and DIEA (4.5 mL) was added carefully. After 2 hours, water (20 mL) and EtOAc (30 mL) were added and the mixture shaken. The aqueous phase was then separated and extracted with EtOAc.... Reactants: COC(=O)c1ccc(OC)c(N)c1, N#Cc1ccc([N+](=O)[O-])cc1, [Na+], O=C([O-])O, Cc1ccc(S(=O)(=O)O)cc1, c1ccccc1. The product is COC(=O)c1ccc(OC)c(NC(=N)c2ccc([N+](=O)[O-])cc2)c1. RXN SMILES: [CH3:12][O:13][C:14]([c:15]1[cH:16][c:17]([NH2:23])[c:18]([O:21][CH3:22])[cH:19][cH:20]1)=[O:24].[N+:25](=[O:26])([O-:27])[c:28]1[cH:29][cH:30][c:31]([C:32]#[N:33])[cH:34][cH:35]1.[Na+:40].[O-:36][C:37]([OH:38])=[O:39].[c:1]1([CH3:2])[cH:3][cH:4][c:5]([S:6]([OH:7])(=[O:8])=[O:9])[cH:10][cH:11]1.[cH:41]1[cH:42][cH:43][cH:44][cH:45][cH:46]1>>[CH3:12][O:13][C:14]([c:15]1[cH:16][c:17]([NH:23][C:32]([c:31]2[cH:30][cH:29][c:28]([N+:25](=[O:26])[O-:27])[cH:35][cH:34]2)=[NH:33])[c:18]([O:21][CH3:22])[cH:19][cH:20]1)=[O:24].